Dataset: the Open Reaction Database (ORD), a public repository of structured organic reaction records. Task: describe an organic reaction: reactants, conditions, products, and yield The reactants are C(C)Br (ethyl bromide), Grignard reagent, BrC(C(=O)OCC)C (ethyl α-bromopropionate), [Mg] (magnesium), ClC1=CC=C(C=C1)C=C(C)C (p-chloro-(2-methyl-1-propenyl)benzene), [Cl-].[NH4+] (ammonium chloride). Reagents/catalysts: [Ni](Cl)Cl (nickel chloride). The solvent is C1CCOC1 (THF), C1CCOC1 (THF), C1CCOC1 (THF), C1CCOC1 (THF). Reaction conditions: temperature 115 celsius, time 1 hour. Product: CC(=CC1=CC=C(C=C1)C(C(=O)OCC)C)C (ethyl α-[p-(2-methyl-1-propenyl)phenyl]propionate). Isolated yield 36.6%. Reaction SMILES: C(Br)C.[Mg].Cl[C:6]1[CH:11]=[CH:10][C:9]([CH:12]=[C:13]([CH3:15])[CH3:14])=[CH:8][CH:7]=1.Br[CH:17]([CH3:23])[C:18]([O:20][CH2:21][CH3:22])=[O:19].[Cl-].[NH4+]>[Ni](Cl)Cl.C1COCC1>[CH3:14][C:13]([CH3:15])=[CH:12][C:9]1[CH:10]=[CH:11][C:6]([CH:17]([CH3:23])[C:18]([O:20][CH2:21][CH3:22])=[O:19])=[CH:7][CH:8]=1 |f:4.5|. Procedure details: Under an atmosphere of nitrogen, 0.1 g of ethyl bromide was added to a solution composed of 0.27 g of magnesium turnings for Grignard reaction, 1.67 g of p-chloro-(2-methyl-1-propenyl)benzene and 1 ml of THF. After the starting of the reaction, the mixture was heated to 115° C. THF was added little by little so as to maintain the temperature in the range of 110° to 120° C., and the mixture was maintained at this temperature for 4 hours. After cooling, 5 ml of THF was added. The resulting Grignar...